Dataset: the Open Reaction Database (ORD), a public repository of structured organic reaction records. Task: describe an organic reaction: reactants, conditions, products, and yield The reactants are CC(C)(C)OC(=O)N1CCCC1C(=O)O, CCOCC, O=C(Cl)C(=O)Cl, Nc1ccc(Br)cn1, c1ccncc1. Product: CC(C)(C)OC(=O)N1CCCC1C(=O)Nc1ccc(Br)cn1. Reaction SMILES: [C:1]([CH3:2])([CH3:3])([CH3:4])[O:5][C:6](=[O:7])[N:8]1[CH:9]([C:13](=[O:14])[OH:15])[CH2:10][CH2:11][CH2:12]1.[CH3:36][CH2:37][O:38][CH2:39][CH3:40].[Cl:22][C:23]([C:24]([Cl:25])=[O:26])=[O:27].[NH2:28][c:29]1[n:30][cH:31][c:32]([Br:35])[cH:33][cH:34]1.[cH:16]1[cH:17][cH:18][n:19][cH:20][cH:21]1>>[C:1]([CH3:2])([CH3:3])([CH3:4])[O:5][C:6](=[O:7])[N:8]1[CH:9]([C:13](=[O:15])[NH:28][c:29]2[n:30][cH:31][c:32]([Br:35])[cH:33][cH:34]2)[CH2:10][CH2:11][CH2:12]1. Starting materials: ice water, C1(=CC=CC=C1)C(S)(C1=CC=CC=C1)C1=CC=CC=C1 (triphenylmethanethiol), C(#C)C=1C=NC=CC1 (3-ethynylpyridine), CC(C)([O-])C.[K+] (potassium t-butoxide). Run in O1CCCC1 (tetrahydrofuran). Yields the product C(C1=CC=CC=C1)(C1=CC=CC=C1)(C1=CC=CC=C1)S\C=C/C=1C=NC=CC1 (3-[(Z)-2-(tritylthio)vinyl]pyridine). Isolated yield 60.3%. As a reaction SMILES: [C:1]1([C:7]([C:15]2[CH:20]=[CH:19][CH:18]=[CH:17][CH:16]=2)([C:9]2[CH:14]=[CH:13][CH:12]=[CH:11][CH:10]=2)[SH:8])[CH:6]=[CH:5][CH:4]=[CH:3][CH:2]=1.[C:21]([C:23]1[CH:24]=[N:25][CH:26]=[CH:27][CH:28]=1)#[CH:22].CC(C)([O-])C.[K+]>O1CCCC1>[C:7]([S:8]/[CH:22]=[CH:21]\[C:23]1[CH:24]=[N:25][CH:26]=[CH:27][CH:28]=1)([C:1]1[CH:2]=[CH:3][CH:4]=[CH:5][CH:6]=1)([C:9]1[CH:10]=[CH:11][CH:12]=[CH:13][CH:14]=1)[C:15]1[CH:16]=[CH:17][CH:18]=[CH:19][CH:20]=1 |f:2.3|. Reported procedure: To a solution of triphenylmethanethiol (1.41 g) and 3-ethynylpyridine (0.5 g) in anhydrous tetrahydrofuran (10 ml) was added potassium t-butoxide (571 mg) at ambient temperature. The mixture was refluxed for 2 hours. After the reaction mixture was cooled to ambient temperature, the reaction mixture was poured into ice-water. The mixture was extracted with ethyl acetate. The extract was washed with a saturated aqueous solution of sodium chloride, dried over magnesium sulfate and concentrated in v... Reactants: C(C)(C)(C)OC(=O)NC1=C(C=C(C=C1)CNC1=NC(=NC=C1Cl)Cl)CCC=1C=C(C=NC1)NC(OC(C)(C)C)=O (tert-butyl {5-[2-(2-[(tert-butoxycarbonyl)amino]-5-{[(2,5-dichloropyrimidin-4-yl)amino]methyl}phenyl)ethyl]pyridin-3-yl}carbamate), CO (methanol), Cl (hydrogen chloride). Run in O1CCOCC1 (1,4-dioxane). Reaction conditions: time 8 hour. Yields the product Cl.Cl.Cl.NC1=C(C=C(CNC2=NC(=NC=C2Cl)Cl)C=C1)CCC=1C=NC=C(C1)N (N-{4-Amino-3-[2-(5-aminopyridin-3-yl)ethyl]benzyl}-2,5-dichloropyrimidin-4-amine trihydrochloride). Yield: 98.0%. Reaction SMILES: C(OC([NH:8][C:9]1[CH:14]=[CH:13][C:12]([CH2:15][NH:16][C:17]2[C:22]([Cl:23])=[CH:21][N:20]=[C:19]([Cl:24])[N:18]=2)=[CH:11][C:10]=1[CH2:25][CH2:26][C:27]1[CH:28]=[C:29]([NH:33]C(=O)OC(C)(C)C)[CH:30]=[N:31][CH:32]=1)=O)(C)(C)C.CO.[ClH:43]>O1CCOCC1>[ClH:23].[ClH:43].[ClH:23].[NH2:8][C:9]1[CH:14]=[CH:13][C:12]([CH2:15][NH:16][C:17]2[C:22]([Cl:23])=[CH:21][N:20]=[C:19]([Cl:24])[N:18]=2)=[CH:11][C:10]=1[CH2:25][CH2:26][C:27]1[CH:32]=[N:31][CH:30]=[C:29]([NH2:33])[CH:28]=1 |f:4.5.6.7|. Procedure details: Into a reaction flask were added tert-butyl {5-[2-(2-[(tert-butoxycarbonyl)amino]-5-{[(2,5-dichloropyrimidin-4-yl)amino]methyl}phenyl)ethyl]pyridin-3-yl}carbamate (0.44 g, 0.75 mmol), methanol (3 mL), and a solution of hydrogen chloride in 1,4-dioxane (5 mL, 4.0 M). The reaction mixture was stirred at rt overnight and concentrated under vacuum to give the desired product as a white powder (0.40 g, 98%). LCMS for C18H19Cl2N6 (M+H)+: m/z=389.0, 391.0. The reactants are O=[Al-]=O.[Na+] (sodium aluminate), [Si](O)(O)(O)O (silicic acid), Cl (hydrochloric acid). The product is [Si]([O-])([O-])([O-])[O-].[Al+3].[Si]([O-])([O-])([O-])[O-].[Si]([O-])([O-])([O-])[O-].[Al+3].[Al+3].[Al+3] (aluminum silicate). RXN SMILES: O=[Al-:2]=O.[Na+].[Si:5]([OH:9])([OH:8])([OH:7])[OH:6].Cl>>[Si:5]([O-:9])([O-:8])([O-:7])[O-:6].[Al+3:2].[Si:5]([O-:9])([O-:8])([O-:7])[O-:6].[Si:5]([O-:9])([O-:8])([O-:7])[O-:6].[Al+3:2].[Al+3:2].[Al+3:2] |f:0.1,4.5.6.7.8.9.10|. Procedure: neutralizing a second mixture of a solution of sodium aluminate and a soluble silicic acid-containing material by adding hydrochloric acid to form an aluminum silicate gel; Starting materials: CCO, CCCCCN1C(=O)C2CC(c3ccc([N+](=O)[O-])cc3)(C2)C1=O. Product: CCCCCN1C(=O)C2CC(c3ccc(N)cc3)(C2)C1=O. As a reaction SMILES: [CH3:24][CH2:25][OH:26].[N+:1]([O-:2])(=[O:3])[c:4]1[cH:5][cH:6][c:7]([C:10]23[C:11](=[O:23])[N:12]([CH2:18][CH2:19][CH2:20][CH2:21][CH3:22])[C:13](=[O:17])[CH:14]([CH2:15]2)[CH2:16]3)[cH:8][cH:9]1>>[NH2:1][c:4]1[cH:5][cH:6][c:7]([C:10]23[C:11](=[O:23])[N:12]([CH2:18][CH2:19][CH2:20][CH2:21][CH3:22])[C:13](=[O:17])[CH:14]([CH2:15]2)[CH2:16]3)[cH:8][cH:9]1. Run in CC(=O)O (HOAc). Product: ClC1=C(C=CC(=C1)Cl)C1=NNC=C1C1=NC(=NC=C1)NC1=CC(=C(C(=C1)OC)OC)OC ({4-[3-(2,4-Dichloro-phenyl)-1H-pyrazol-4-yl]-pyrimidin-2-yl}-(3,4,5-trimethoxy-phenyl)-amine). Procedure details: {4-[3-(2,4-Dichloro-phenyl)-1H-pyrazol-4-yl]-pyrimidin-2-yl}-(3,4,5-trimethoxy-phenyl)-amine is synthesized from 4-[3-(2,4-dichloro-phenyl)-1H-pyrazol-4-yl]-2-methanesulfonyl-pyrimidine in analogy to a literature procedure (Klutchko et al., Journal of Medicinal Chemistry, 1998, Vol. 41, No. 17, 3276-3292) using 3,4,5-trimethoxyaniline (Fluka 92129) and glacial HOAc. As a reaction SMILES: [Cl:1][C:2]1[CH:7]=[C:6]([Cl:8])[CH:5]=[CH:4][C:3]=1[C:9]1[C:13]([C:14]2[CH:19]=[CH:18][N:17]=[C:16](S(C)(=O)=O)[N:15]=2)=[CH:12][NH:11][N:10]=1.[CH3:24][O:25][C:26]1[CH:27]=[C:28]([CH:30]=[C:31]([O:35][CH3:36])[C:32]=1[O:33][CH3:34])[NH2:29]>CC(O)=O>[Cl:1][C:2]1[CH:7]=[C:6]([Cl:8])[CH:5]=[CH:4][C:3]=1[C:9]1[C:13]([C:14]2[CH:19]=[CH:18][N:17]=[C:16]([NH:29][C:28]3[CH:30]=[C:31]([O:35][CH3:36])[C:32]([O:33][CH3:34])=[C:26]([O:25][CH3:24])[CH:27]=3)[N:15]=2)=[CH:12][NH:11][N:10]=1. Starting materials: ClC1=C(C=CC(=C1)Cl)C1=NNC=C1C1=NC(=NC=C1)S(=O)(=O)C (4-[3-(2,4-dichloro-phenyl)-1H-pyrazol-4-yl]-2-methanesulfonyl-pyrimidine), COC=1C=C(N)C=C(C1OC)OC (3,4,5-trimethoxyaniline). The reactants are BrC1=CC=C(C=C1)C=1N(C(=C(C(=O)O)C(C1)=O)C)C (6-(4-bromophenyl)-1,2-dimethyl-4-oxonicotinic acid), [OH-].[Na+] (sodium hydroxide). The solvent is CO (methanol). Conditions: time 1 hour. Product: BrC1=CC=C(C=C1)C=1N(C(=C(C(=O)[O-])C(C1)=O)C)C.[Na+] (Sodium 6-(4-Bromophenyl)-1,2-dimethyl-4-oxonicotinate). Isolated yield 89.0%. As a reaction SMILES: [Br:1][C:2]1[CH:7]=[CH:6][C:5]([C:8]2[N:9]([CH3:19])[C:10]([CH3:18])=[C:11]([C:15](=[O:17])[CH:16]=2)[C:12]([OH:14])=[O:13])=[CH:4][CH:3]=1.[OH-].[Na+:21]>CO>[Br:1][C:2]1[CH:3]=[CH:4][C:5]([C:8]2[N:9]([CH3:19])[C:10]([CH3:18])=[C:11]([C:15](=[O:17])[CH:16]=2)[C:12]([O-:14])=[O:13])=[CH:6][CH:7]=1.[Na+:21] |f:1.2,4.5|. Procedure details: 2 g (0.0062 mol) of 6-(4-bromophenyl)-1,2-dimethyl-4-oxonicotinic acid is suspended in 50 ml of methanol and to it there is added 0.5 g (0.0062 mol) of 50% aqueous sodium hydroxide. The solution formed is allowed to stand at room temperature for 1 hr. and is concentrated in vacuo. The concentrate is washed with 50 ml of diethyl ether and dried to afford 1.9 g (89% yield) of product. Reactants: COCCOC, [Cl-], [Cl-], [Cl-], CC12CC(=NO)C(C)(C)C1C(O)C2, O, [Ti+3]. Product: CC12CC(=O)C(C)(C)C1C(O)C2. As a reaction SMILES: [CH2:14]([O:15][CH3:19])[CH2:16][O:17][CH3:18].[Cl-:21].[Cl-:22].[Cl-:23].[N:1]([OH:2])=[C:3]1[CH2:4][C:5]2([CH3:13])[CH2:6][CH:7]([OH:12])[CH:8]2[C:9]1([CH3:10])[CH3:11].[OH2:20].[Ti+3:24]>>[C:3]1(=[O:15])[CH2:4][C:5]2([CH3:13])[CH2:6][CH:7]([OH:12])[CH:8]2[C:9]1([CH3:10])[CH3:11]. Starting materials: ClC=1C2=C(N=CN1)[Se]C(=C2CC)C (4-chloro-5-ethyl-6-methylselenopheno[2,3-d]pyrimidine), NC1=C([Se]C(=C1)C(C)(C)C)C(=O)N (3-amino-5-tert-butylselenophene-2-carboxamide), CN(C)C=O.[OH-].[Na+] (DMF NaOH). Product: C(C)C1=C([Se]C=2N=CN=C(C21)NC2=C([Se]C(=C2)C(C)(C)C)C(=O)N)C (3-(5-Ethyl-6-methylselenopheno[2,3-d]pyrimidin-4-ylamino)-5-tert-butylselenophene-2-carboxamide). RXN SMILES: Cl[C:2]1[C:3]2[C:10]([CH2:11][CH3:12])=[C:9]([CH3:13])[Se:8][C:4]=2[N:5]=[CH:6][N:7]=1.[NH2:14][C:15]1[CH:19]=[C:18]([C:20]([CH3:23])([CH3:22])[CH3:21])[Se:17][C:16]=1[C:24]([NH2:26])=[O:25].CN(C=O)C.[OH-].[Na+]>>[CH2:11]([C:10]1[C:3]2[C:2]([NH:14][C:15]3[CH:19]=[C:18]([C:20]([CH3:23])([CH3:21])[CH3:22])[Se:17][C:16]=3[C:24]([NH2:26])=[O:25])=[N:7][CH:6]=[N:5][C:4]=2[Se:8][C:9]=1[CH3:13])[CH3:12] |f:2.3.4|. Procedure: The reaction of 4-chloro-5-ethyl-6-methylselenopheno[2,3-d]pyrimidine with 3-amino-5-tert-butylselenophene-2-carboxamide in the presence of DMF/NaOH as described in Example 1 gave title compound as a pale yellow color solid, mp 258-260° C. IR (KBr) vmax 3321, 3149, 2960, 1666, 1582, 1384, 1356, 1224, 1187, 1129, 1042, 1020, 925, 838, 810 cm−1; 1H NMR (400 MHz, CDCl3): δ 10.96 (1H, s, exchangeable with D2O), 8.51 (1H, s), 8.49 (1H, s), 5.44 (2H, br s, exchangeable with D2O), 3.13 (2H, q, J=7.6 Hz... Starting materials: BrC=1C=CC2=C(C(=C(S2)S(=O)(=O)NC=2C=C(C(=O)OC)C=CC2)C)C1 (methyl 3-{[(5-bromo-3-methyl-1-benzothien-2-yl)sulfonyl]amino}benzoate), [Li+].C[Si](C)(C)[N-][Si](C)(C)C (LiHMDS). The product is NC=1C=CC2=C(C(=C(S2)S(=O)(=O)NC=2C=C(C(=O)OC)C=CC2)C)C1 (methyl 3-{[(5-amino-3-methyl-1-benzothien-2-yl)sulfonyl]amino}benzoate). Yield: 37.2%. RXN SMILES: Br[C:2]1[CH:3]=[CH:4][C:5]2[S:9][C:8]([S:10]([NH:13][C:14]3[CH:15]=[C:16]([CH:21]=[CH:22][CH:23]=3)[C:17]([O:19][CH3:20])=[O:18])(=[O:12])=[O:11])=[C:7]([CH3:24])[C:6]=2[CH:25]=1.[Li+].C[Si]([N-:31][Si](C)(C)C)(C)C>>[NH2:31][C:2]1[CH:3]=[CH:4][C:5]2[S:9][C:8]([S:10]([NH:13][C:14]3[CH:15]=[C:16]([CH:21]=[CH:22][CH:23]=3)[C:17]([O:19][CH3:20])=[O:18])(=[O:12])=[O:11])=[C:7]([CH3:24])[C:6]=2[CH:25]=1 |f:1.2|. Reported procedure: The intermediate methyl 3-{[(5-amino-3-methyl-1-benzothien-2-yl)sulfonyl]amino}benzoate was prepared from methyl 3-{[(5-bromo-3-methyl-1-benzothien-2-yl)sulfonyl]amino}benzoate (45 mg, 0.1 mmol) and LiHMDS (1M in THF, 120 μL, 0.12 mmol) according to the General Procedure 4, described in Example 45, using a modified reaction time (130° C., 300 s, microwave reactor). The experiment was repeated four times giving 14 mg of methyl 3-{[(5-amino-3-methyl-1-benzothien-2-yl)sulfonyl]amino}benzoate.